From a dataset of the Open Reaction Database (ORD), a public repository of structured organic reaction records. describe an organic reaction: reactants, conditions, products, and yield Starting materials: ClC=1C=C(C(=O)OO)C=CC1 (m-Chloroperoxybenzoic acid), C(C)(C)(C)OC([C@H](CC=C)NC(=O)OC(C)(C)C)=O ((S)-2-tert-butoxycarbonylamino-pent-4-enoic-acid tert-butyl ester), C(C)(C)(C)OC([C@H](CC=C)NC(=O)OC(C)(C)C)=O ((S)-2-tert-butoxycarbonylamino-pent-4-enoic-acid tert-butyl ester). Run in ClCCl (dichloromethane). Run at time 15 hour. The product is C(C)(C)(C)OC([C@H](CC1OC1)NC(=O)OC(C)(C)C)=O ((S)-2-tert-butoxycarbonylamino-3-oxiranyl-propionic acid tert-butyl ester). The yield is 54.6%. RXN SMILES: ClC1C=C(C=CC=1)C(OO)=[O:6].[C:12]([O:16][C:17](=[O:30])[C@@H:18]([NH:22][C:23]([O:25][C:26]([CH3:29])([CH3:28])[CH3:27])=[O:24])[CH2:19][CH:20]=[CH2:21])([CH3:15])([CH3:14])[CH3:13]>ClCCl>[C:12]([O:16][C:17](=[O:30])[C@@H:18]([NH:22][C:23]([O:25][C:26]([CH3:29])([CH3:28])[CH3:27])=[O:24])[CH2:19][CH:20]1[CH2:21][O:6]1)([CH3:15])([CH3:13])[CH3:14]. Procedure details: m-Chloroperoxybenzoic acid (40.7 g, 236 mmol) was added to a solution of (S)-2-tert-butoxycarbonylaminopent-4-enoic acid tert-butyl ester (Compound 29) (32.0 g, 118 mmol) in dichloromethane (384 ml), and the mixture was stirred at room temperature for 15 hours. The reaction mixture was cooled to 0° C., and the reaction was terminated by adding a solution of sodium bicarbonate (20 g) in water (300 ml) and a saturated aqueous sodium thiosulfate solution (100 ml). The mixture was extracted with eth... The reactants are C1(=CC=C(C=C1)S(=O)(=O)O)C (p-toluenesulphonic acid), CC(=O)C (acetone), C([O-])(O)=O.[Na+] (sodium bicarbonate), O (Water), COC1(CC(C1)(C(=O)OCC)C(=O)OCC)OC (diethyl 3,3-dimethoxycyclobutanedicarboxylate), C1(=CC=C(C=C1)S(=O)(=O)O)C (p-toluenesulphonic acid), CC(=O)C (acetone). RXN SMILES: CO[C:3]1([O:17]C)[CH2:6][C:5]([C:12]([O:14]CC)=[O:13])([C:7]([O:9]CC)=[O:8])[CH2:4]1.[C:19]1(C)C=CC(S(O)(=O)=O)=C[CH:20]=1.C(=O)(O)[O-].[Na+].O.[CH3:36][C:37](C)=O>>[CH2:19]([CH:4]1[C:3](=[O:17])[CH:6]([CH2:36][CH3:37])[C:5]1([C:12]([OH:14])=[O:13])[C:7]([OH:9])=[O:8])[CH3:20] |f:2.3|. Procedure: A stirred mixture of diethyl 3,3-dimethoxycyclobutanedicarboxylate (10.36 g, 39.8 mmol) in acetone (95 ml) and p-toluenesulphonic acid (1.38 g, 8.02 mmol) was heated to 65° C. overnight. Further p-toluenesulphonic acid (200 mg, 1.16 mmol) and acetone (15 ml) were added and the temperature raised to 75° C. for 2 hours. The reaction was cooled to room temperature. The mixture was neutralised with aqueous sodium bicarbonate. Water (15 ml) was added and then extracted with dichloromethane (3×10 ml).... Conditions: temperature 65 celsius. Product: C(C)C1C(C(C1=O)CC)(C(=O)O)C(=O)O (diethyl 3,3-dicarboxycyclobutanone).